This data is from the Open Reaction Database (ORD), a public repository of structured organic reaction records. The task is: describe an organic reaction: reactants, conditions, products, and yield The reactants are [C@@H]1(C[C@H](O)[C@@H](CO)O1)N1C(=O)NC(=O)C(C)=C1 (thymidine), 2-Amino-6-(cycloropylmethoxy)-9H-purine, Purine nucleoside, F[C@H]1C[C@@H](O[C@@H]1CO)N1C(=O)NC(=O)C=C1 (2',3'-dideoxy-3'-fluorouridine), [N-]=[N+]=[N-].[K+] (potassium azide), CO (MeOH). The solvent is P(=O)([O-])([O-])[O-].[K+].[K+].[K+] (potassium phosphate). Reaction conditions: temperature 45 celsius, time 4 day. The product is F[C@H]1C[C@@H](O[C@@H]1CO)N1C2=NC=NC=C2N=C1 (9-(2,3-dideoxy-3-fluoro-β-D-erythro-pentofuranosyl)-9H-purine). The yield is 57.0%. As a reaction SMILES: [F:1][C@@H:2]1[C@@H:6]([CH2:7][OH:8])[O:5][C@@H:4]([N:9]2[CH:16]=[CH:15][C:13](=O)[NH:12][C:10]2=O)[CH2:3]1.[N-:17]=[N+]=[N-].[K+].[C@@H:21]1([N:29]2C=C(C)C(=O)NC2=O)O[C@H](CO)[C@@H](O)C1.CO>P([O-])([O-])([O-])=O.[K+].[K+].[K+]>[F:1][C@@H:2]1[C@@H:6]([CH2:7][OH:8])[O:5][C@@H:4]([N:9]2[CH:21]=[N:29][C:15]3[C:16]2=[N:17][CH:10]=[N:12][CH:13]=3)[CH2:3]1 |f:1.2,5.6.7.8|. Reported procedure: 2-Amino-6-(cycloropylmethoxy)-9H-purine (0.53 g, 2.6 mmoles) and 2',3'-dideoxy-3'-fluorouridine (0.50 g, 2.2 mmoles) were suspended in 50 ml, 10 mM potassium phosphate buffer, pH 7.0, containing 0.04% potassium azide. Purine nucleoside phosphorylase (1120 I.U.) and thymidine phosphorylase (10,000 I.U.) (Krenitsky et al., Biochemistry, 20, 3615 (1981) and U.S. Pat. No. 4,381,344) immobilized on DEAE cellulose was added to the reaction and the suspension was stirred at 45° C. After 4 days, 182 ml ...